describe an organic reaction: reactants, conditions, products, and yield From a dataset of the Open Reaction Database (ORD), a public repository of structured organic reaction records. Reported procedure: A mixture of 8-bromo-3-(tetrahydro-2H-pyran-4-yl)quinazoline-2,4(1H,3H)-dione (515b, 1.67 g, 5.14 mmol), phosphoryl trichloride (4.70 mL, 51.4 mmol), and N-ethyl-N-isopropylpropan-2-amine (3.58 mL, 20.54 mmol) was stirred at 90° C. for 20 h. The reaction mixture was concentrated to give a brown oil. Ice was added until the mixture began to stir, and NaHCO3 was added to the mixture; a brown solid which formed was filtered and washed with water. The solid was dissolved in DCM, placed in a separato... Reactants: BrC=1C=CC=C2C(N(C(NC12)=O)C1CCOCC1)=O (8-bromo-3-(tetrahydro-2H-pyran-4-yl)quinazoline-2,4(1H,3H)-dione), P(=O)(Cl)(Cl)Cl (phosphoryl trichloride), C(C)N(C(C)C)C(C)C (N-ethyl-N-isopropylpropan-2-amine), C(=O)(O)[O-].[Na+] (NaHCO3). Run at temperature 90 celsius, time 20 hour. Yields the product BrC=1C=CC=C2C(N(C(=NC12)Cl)C1CCOCC1)=O (8-bromo-2-chloro-3-(tetrahydro-2H-pyran-4-yl)quinazolin-4(3H)-one). RXN SMILES: [Br:1][C:2]1[CH:3]=[CH:4][CH:5]=[C:6]2[C:11]=1[NH:10][C:9](=O)[N:8]([CH:13]1[CH2:18][CH2:17][O:16][CH2:15][CH2:14]1)[C:7]2=[O:19].P(Cl)(Cl)([Cl:22])=O.C(N(C(C)C)C(C)C)C.C([O-])(O)=O.[Na+]>>[Br:1][C:2]1[CH:3]=[CH:4][CH:5]=[C:6]2[C:11]=1[N:10]=[C:9]([Cl:22])[N:8]([CH:13]1[CH2:18][CH2:17][O:16][CH2:15][CH2:14]1)[C:7]2=[O:19] |f:3.4|. The yield is 90.7%. The reactants are CC(C)C1=CC(=C(C(=C1)C(C)C)C2=C(C=CC=C2)P(C3CCCCC3)C4CCCCC4)C(C)C (XPHOS), Cl.ClC1=CC=2N(C(=N1)SC)C=CN2 (7-chloro-5-(methylthio)imidazo[1,2-c]pyrimidine hydrochloride), O1CCN(CC1)C1=CC=C(C=C1)B(O)O (4-morpholinophenylboronic acid), P(=O)([O-])([O-])[O-].[K+].[K+].[K+] (potassium phosphate). The reagents and catalysts are C=1C=CC(=CC1)/C=C/C(=O)/C=C/C2=CC=CC=C2.C=1C=CC(=CC1)/C=C/C(=O)/C=C/C2=CC=CC=C2.C=1C=CC(=CC1)/C=C/C(=O)/C=C/C2=CC=CC=C2.[Pd].[Pd] (Pd2dba3). Run in C(C)(C)O (isopropanol). Run at temperature 90 celsius. Yields the product CSC1=NC(=CC=2N1C=CN2)C2=CC=C(C=C2)N2CCOCC2 (4-(4-(5-(methylthio)imidazo[1,2-c]pyrimidin-7-yl)phenyl)morpholine). Yield: 25.9%. RXN SMILES: Cl.Cl[C:3]1[N:8]=[C:7]([S:9][CH3:10])[N:6]2[CH:11]=[CH:12][N:13]=[C:5]2[CH:4]=1.[O:14]1[CH2:19][CH2:18][N:17]([C:20]2[CH:25]=[CH:24][C:23](B(O)O)=[CH:22][CH:21]=2)[CH2:16][CH2:15]1.P([O-])([O-])([O-])=O.[K+].[K+].[K+].CC(C1C=C(C(C)C)C(C2C=CC=CC=2P(C2CCCCC2)C2CCCCC2)=C(C(C)C)C=1)C>C(O)(C)C.C1C=CC(/C=C/C(/C=C/C2C=CC=CC=2)=O)=CC=1.C1C=CC(/C=C/C(/C=C/C2C=CC=CC=2)=O)=CC=1.C1C=CC(/C=C/C(/C=C/C2C=CC=CC=2)=O)=CC=1.[Pd].[Pd]>[CH3:10][S:9][C:7]1[N:6]2[CH:11]=[CH:12][N:13]=[C:5]2[CH:4]=[C:3]([C:23]2[CH:22]=[CH:21][C:20]([N:17]3[CH2:16][CH2:15][O:14][CH2:19][CH2:18]3)=[CH:25][CH:24]=2)[N:8]=1 |f:0.1,3.4.5.6,9.10.11.12.13|. Procedure: A suspension of 7-chloro-5-(methylthio)imidazo[1,2-c]pyrimidine hydrochloride (1.85 g, 7.83 mmol; Preparation H, Step A), 4-morpholinophenylboronic acid (1.78 g, 8.62 mmol) and potassium phosphate (3.33 g, 15.7 mmol) in isopropanol (25 mL) was purged with argon for 5 minutes, and then Pd2dba3 (0.717 g, 0.783 mmol) and XPHOS (1.49 g, 3.13 mmol) were added. The reaction was again purged for 5 minutes with argon before being sealed and heated to 90° C. for 18 hours. The reaction mixture was diluted... As a reaction SMILES: C(C1(C(NC(C2C=CC=CC=2)(C2C=CC=CC=2)C2C=CC=CC=2)C(O)=O)NC(C(OCC2C=CC=CC=2)=[O:14])C2(CCNCC2)S1)C1C=CC=CC=1.[CH:52]([N:55]=[C:56]=[N:57][CH:58]([CH3:60])[CH3:59])([CH3:54])[CH3:53].ClCCl.[N+](C)([O-])=O>C(Cl)(Cl)Cl>[CH:52]([NH:55][C:56]([NH:57][CH:58]([CH3:60])[CH3:59])=[O:14])([CH3:54])[CH3:53]. The product is C(C)(C)NC(=O)NC(C)C (1,3-diisopropylurea). Reactants: C(C1=CC=CC=C1)C1(SC2(C(N1)C(=O)OCC1=CC=CC=C1)CCNCC2)C(C(=O)O)NC(C2=CC=CC=C2)(C2=CC=CC=C2)C2=CC=CC=C2 (benzyl-4-benzyloxycarbonyl-alpha- tritylamino-1-thia-3,8-diazaspiro[4.5 ]decane-2-acetic acid), C(C)(C)N=C=NC(C)C (diisopropylcarbodiimide), ClCCl (dichloromethane), [N+](=O)([O-])C (nitromethane). Run in C(Cl)(Cl)Cl (chloroform), C(Cl)(Cl)Cl (chloroform). Procedure details: The reation between 8 benzyl-4-benzyloxycarbonyl-alpha- tritylamino-1-thia-3,8-diazaspiro[4.5 ]decane-2-acetic acid (obtained in 6.2.) and diisopropylcarbodiimide (80 g) can be performed in chloroform (400 ml), dichloromethane or a mixture of nitromethane and chloroform, either at ambient temperature, leaving the mixture to stand for 4 weeks, or at 50° C. for 12 hours. In all cases, the 1,3-diisopropylurea formed is removed by filtration, the solvent and excess reagent are evaporated and the res... Run at time 12 hour. The reactants are FC1=C(C=CC(=C1F)O)CCC(=O)C=1SC(=CC1)C1=CC=C(C=C1)C(F)(F)F (3-(2,3-difluoro-4-hydroxyphenyl)-1-(5-(4-(trifluoromethyl)phenyl)thien-2-yl)propan-1-one), BrC(C(=O)OC(C)(C)C)(C)C (tert-butyl bromoisobutyrate). Product: FC1=C(OC(C(=O)OC(C)(C)C)(C)C)C=CC(=C1F)CCC(C=1SC(=CC1)C1=CC=C(C=C1)C(F)(F)F)=O (Tert-butyl 2-(2,3-difluoro-4-(3-oxo-3-(5-(4-(trifluoromethyl)phenyl)thien-2-yl)propyl)phenoxy)-2-methylpropanoate). RXN SMILES: [F:1][C:2]1[C:7]([F:8])=[C:6]([OH:9])[CH:5]=[CH:4][C:3]=1[CH2:10][CH2:11][C:12]([C:14]1[S:15][C:16]([C:19]2[CH:24]=[CH:23][C:22]([C:25]([F:28])([F:27])[F:26])=[CH:21][CH:20]=2)=[CH:17][CH:18]=1)=[O:13].Br[C:30]([CH3:39])([CH3:38])[C:31]([O:33][C:34]([CH3:37])([CH3:36])[CH3:35])=[O:32]>>[F:8][C:7]1[C:2]([F:1])=[C:3]([CH2:10][CH2:11][C:12](=[O:13])[C:14]2[S:15][C:16]([C:19]3[CH:24]=[CH:23][C:22]([C:25]([F:27])([F:28])[F:26])=[CH:21][CH:20]=3)=[CH:17][CH:18]=2)[CH:4]=[CH:5][C:6]=1[O:9][C:30]([CH3:39])([CH3:38])[C:31]([O:33][C:34]([CH3:37])([CH3:36])[CH3:35])=[O:32]. Procedure: Tert-butyl 2-(2,3-difluoro-4-(3-oxo-3-(5-(4-(trifluoromethyl)phenyl)thien-2-yl)propyl)phenoxy)-2-methylpropanoate is prepared from 3-(2,3-difluoro-4-hydroxyphenyl)-1-(5-(4-(trifluoromethyl)phenyl)thien-2-yl)propan-1-one and tert-butyl bromoisobutyrate according to general procedure D. The reactants are ON1C(=C(C2=CC(=CC=C12)C#N)C1=NC=C(C=C1)CN1CCOCC1)O (1,2-Dihydroxy-3-(5-morpholin-4-ylmethyl-pyridin-2-yl)-1H-indole-5-carbonitrile), C(C)(C)O (isopropanol). Reagents/catalysts: [Fe] (iron). Solvent: C(C)(=O)O (acetic acid). Conditions: temperature 60 celsius, time 3 hour. Yields the product OC=1NC2=CC=C(C=C2C1C1=NC=C(C=C1)CN1CCOCC1)C#N (2-Hydroxy-3-[5-(morpholin-4-ylmethyl)pyridin-2-yl]1H-indole-5-carbonitrile). Isolated yield 80.6%. RXN SMILES: O[N:2]1[C:10]2[C:5](=[CH:6][C:7]([C:11]#[N:12])=[CH:8][CH:9]=2)[C:4]([C:13]2[CH:18]=[CH:17][C:16]([CH2:19][N:20]3[CH2:25][CH2:24][O:23][CH2:22][CH2:21]3)=[CH:15][N:14]=2)=[C:3]1[OH:26].C(O)(C)C>C(O)(=O)C.[Fe]>[OH:26][C:3]1[NH:2][C:10]2[C:5]([C:4]=1[C:13]1[CH:18]=[CH:17][C:16]([CH2:19][N:20]3[CH2:21][CH2:22][O:23][CH2:24][CH2:25]3)=[CH:15][N:14]=1)=[CH:6][C:7]([C:11]#[N:12])=[CH:8][CH:9]=2. Reported procedure: To a solution of 1,2-Dihydroxy-3-(5-morpholin-4-ylmethyl-pyridin-2-yl)-1H-indole-5-carbonitrile (1.0 g, 94% pure, 10.73 mmol) in acetic acid (60 ml) at 60° C. was added iron powder (1.8 g, 32.19 mmol) and the resulting dark green solution stirred at 60° C. for 3 hrs. The suspension was removed from the oil bath and cooled to room temperature. Celite® (10 g) was added and the mixture concentrated to dryness. The mixture was then purified by silica column chromatography eluting with dichloromethan... Isolated yield 69.8%. Reaction SMILES: [F:1][C:2]1[CH:3]=[C:4]([C:9]2[CH:14]=[CH:13][C:12]([OH:15])=[CH:11][CH:10]=2)[CH:5]=[CH:6][C:7]=1[F:8].[CH2:16]([C@H:19]1[CH2:24][CH2:23][C@H:22]([C:25](Cl)=[O:26])[CH2:21][CH2:20]1)[CH2:17][CH3:18].O>N1C=CC=CC=1.C1(C)C=CC=CC=1>[CH2:16]([C@H:19]1[CH2:24][CH2:23][C@H:22]([C:25]([O:15][C:12]2[CH:13]=[CH:14][C:9]([C:4]3[CH:5]=[CH:6][C:7]([F:8])=[C:2]([F:1])[CH:3]=3)=[CH:10][CH:11]=2)=[O:26])[CH2:21][CH2:20]1)[CH2:17][CH3:18]. Starting materials: C(CC)[C@@H]1CC[C@H](CC1)C(=O)Cl (trans-4-propylcyclohexanecarboxylic acid chloride), FC=1C=C(C=CC1F)C1=CC=C(C=C1)O (3,4-Difluoro-4'-hydroxybiphenyl), O (water). Run in C1(=CC=CC=C1)C (toluene), N1=CC=CC=C1 (pyridine). Reaction conditions: temperature 60 celsius. Product: C(CC)[C@@H]1CC[C@H](CC1)C(=O)OC1=CC=C(C=C1)C1=CC(=C(C=C1)F)F (3,4-difluoro-4'-biphenylyl trans-4-propylcyclohexanecarboxylate). Procedure: 3,4-Difluoro-4'-hydroxybiphenyl (2.0 g, 10 mmols) was dissolved in dried pyridine (5 cc), followed by adding to the solution, a solution obtained by dissolving trans-4-propylcyclohexanecarboxylic acid chloride (2 g, 11 mmols) in dry toluene (10 cc), heating the mixture at 60° C. for 3 hours with stirring, then adding the resulting material to water (100 cc), then washing the separated toluene layer with 6N hydrochloric acid, 2N aqueous solution of NaOH and further with water, distilling off tolu... The reactants are ice, Cl (hydrochloric acid), C(=O)N1CCCCC1 (N-formylpiperidine), C(C)(C)(C)[Li] (tert-butyllithium), C(C)OC(C1=CC=CC=2N(C3=CC=CC=C3SC12)C)OCC (4-diethoxymethyl-10-methyl-phenothiazine), CN(CCN(C)C)C (N,N,N',N'-tetramethylethylenediamine). The solvent is C(C)(=O)OCC (ethyl acetate), C(C)OCC (diethyl ether). Run at time 3.5 hour. The product is C(C)OC(C1=C2SC=3C(=CC=CC3N(C2=CC=C1)C)C=O)OCC (6-diethoxymethyl-10-methylphenothiazine-4-carbaldehyde). Yield: 19.1%. RXN SMILES: C([Li])(C)(C)C.[CH2:6]([O:8][CH:9]([O:25][CH2:26][CH3:27])[C:10]1[C:23]2[S:22][C:21]3[C:16](=[CH:17][CH:18]=[CH:19][CH:20]=3)[N:15]([CH3:24])[C:14]=2[CH:13]=[CH:12][CH:11]=1)[CH3:7].CN(C)CCN(C)C.[CH:36](N1CCCCC1)=[O:37].Cl>C(OCC)C.C(OCC)(=O)C>[CH2:6]([O:8][CH:9]([O:25][CH2:26][CH3:27])[C:10]1[CH:11]=[CH:12][CH:13]=[C:14]2[C:23]=1[S:22][C:21]1[C:20]([CH:36]=[O:37])=[CH:19][CH:18]=[CH:17][C:16]=1[N:15]2[CH3:24])[CH3:7]. Procedure details: 7.4 ml of tert-butyllithium solution (1.4M in pentane) were slowly added dropwise under argon and at -78° to a solution of 2.5 g (7.93 mmol) of 4-diethoxymethyl-10-methyl-phenothiazine and 2.4 ml of N,N,N',N'-tetramethylethylenediamine in 25 ml of diethyl ether. The reaction mixture was brought slowly to room temperature, stirred for 3.5 hours and then treated with 1.32 ml (11.9 mmol) of N-formylpiperidine. The reaction mixture was stirred at 0° for 1 hour and then poured into 30 g of ice, 30 ml... Reactants: N1N=C(C=C1)B(O)O (1H-pyrazol-3-ylboronic acid), N#N (N2), BrC1=CC=C2CC(N(CC2=C1)C1=NC(=NC(=C1)N1CCN(CC1)C)N)C (4-(7-bromo-3-methyl-3,4-dihydroisoquinolin-2(1H)-yl)-6-(4-methylpiperazin-1-yl)pyrimidin-2-amine), C([O-])([O-])=O.[Na+].[Na+] (sodium carbonate). The reagents and catalysts are Cl[Pd](P(C(C)(C)C)(C(C)(C)C)C1=CC=C(C=C1)N(C)C)(P(C1=CC=C(C=C1)N(C)C)(C(C)(C)C)C(C)(C)C)Cl (dichloro(bis{di-tert-butyl[4-(dimethylamino)phenyl]phosphoranyl})palladium). Run in O1CCOCC1 (1,4-dioxane), O (water). Reaction conditions: temperature 90 celsius, time 8 hour. Product: C(C)N1CCN(CC1)C1=NC(=NC(=C1)N1CC2=CC(=CC=C2CC1C)C1=NNC=C1)N (4-(4-Ethylpiperazin-1-yl)-6-[3-methyl-7-(1H-pyrazol-3-yl)-3,4-dihydroisoquinolin-2(1H)-yl]pyrimidin-2-amine). As a reaction SMILES: [NH:1]1[CH:5]=[CH:4][C:3](B(O)O)=[N:2]1.Br[C:10]1[CH:19]=[C:18]2[C:13]([CH2:14][CH:15]([CH3:34])[N:16]([C:20]3[CH:25]=[C:24]([N:26]4[CH2:31][CH2:30][N:29]([CH3:32])[CH2:28][CH2:27]4)[N:23]=[C:22]([NH2:33])[N:21]=3)[CH2:17]2)=[CH:12][CH:11]=1.[C:35](=O)([O-])[O-].[Na+].[Na+].N#N>O1CCOCC1.O.Cl[Pd](Cl)(P(C(C)(C)C)(C(C)(C)C)C1C=CC(N(C)C)=CC=1)P(C1C=CC(N(C)C)=CC=1)(C(C)(C)C)C(C)(C)C>[CH2:32]([N:29]1[CH2:30][CH2:31][N:26]([C:24]2[CH:25]=[C:20]([N:16]3[CH:15]([CH3:34])[CH2:14][C:13]4[C:18](=[CH:19][C:10]([C:3]5[CH:4]=[CH:5][NH:1][N:2]=5)=[CH:11][CH:12]=4)[CH2:17]3)[N:21]=[C:22]([NH2:33])[N:23]=2)[CH2:27][CH2:28]1)[CH3:35] |f:2.3.4|. Reported procedure: A mixture of 1H-pyrazol-3-ylboronic acid (64.3 mg, 0.575 mmol, Frontier Scientific, Cat. No. P1638), 4-(7-bromo-3-methyl-3,4-dihydroisoquinolin-2(1H)-yl)-6-(4-methylpiperazin-1-yl)pyrimidin-2-amine (0.20 g, 0.48 mmol) (Peak 1, Example 49, Step 7), dichloro(bis{di-tert-butyl[4-(dimethylamino)phenyl]phosphoranyl})palladium (10.2 mg, 0.0144 mmol), and sodium carbonate (0.102 g, 0.958 mmol) in 1,4-dioxane (2.2 mL) and water (0.3 mL) was vacuumed and refilled with N2 for 3 times and then stirred at 9... Starting materials: [Li]C(C)(C)C, C1CCOC1, CCCCC, Fc1cccc(Oc2ccccc2Br)c1. The product is [Li]c1ccccc1Oc1cccc(F)c1. As a reaction SMILES: [C:16]([CH3:17])([CH3:18])([CH3:19])[Li:20].[CH2:26]1[O:27][CH2:28][CH2:29][CH2:30]1.[CH3:21][CH2:22][CH2:23][CH2:24][CH3:25].[F:1][c:2]1[cH:3][c:4]([O:5][c:6]2[c:7]([Br:12])[cH:8][cH:9][cH:10][cH:11]2)[cH:13][cH:14][cH:15]1>>[F:1][c:2]1[cH:3][c:4]([O:5][c:6]2[c:7]([Li:20])[cH:8][cH:9][cH:10][cH:11]2)[cH:13][cH:14][cH:15]1.